Dataset: the Open Reaction Database (ORD), a public repository of structured organic reaction records. Task: describe an organic reaction: reactants, conditions, products, and yield The reactants are C(C1=CC=CC=C1)N(C[C@H](COC)O)CC1=NC=C(N=C1Cl)N(C)C1CCC1 ((2R)-1-[benzyl({3-chloro-5-[cyclobutyl(methyl)amino]pyrazin-2-yl}methyl)amino]-3-methoxypropan-2-ol), CC(C)([O-])C.[K+] (potassium tert-butoxide), O (Water). Run in CN(C)C=O (DMF). Conditions: time 2 hour. Yields the product C(C1=CC=CC=C1)N1C[C@@H](OC2=C(C1)N=CC(=N2)N(C)C2CCC2)COC ((6R)-8-benzyl-N-cyclobutyl-6-(methoxymethyl)-N-methyl-6,7,8,9-tetrahydropyrazino[2,3-f][1,4]oxazepin-3-amine). Isolated yield 86.9%. Reaction SMILES: [CH2:1]([N:8]([CH2:15][C:16]1[C:21](Cl)=[N:20][C:19]([N:23]([CH:25]2[CH2:28][CH2:27][CH2:26]2)[CH3:24])=[CH:18][N:17]=1)[CH2:9][C@@H:10]([OH:14])[CH2:11][O:12][CH3:13])[C:2]1[CH:7]=[CH:6][CH:5]=[CH:4][CH:3]=1.CC(C)([O-])C.[K+].O>CN(C=O)C>[CH2:1]([N:8]1[CH2:15][C:16]2[N:17]=[CH:18][C:19]([N:23]([CH:25]3[CH2:28][CH2:27][CH2:26]3)[CH3:24])=[N:20][C:21]=2[O:14][C@@H:10]([CH2:11][O:12][CH3:13])[CH2:9]1)[C:2]1[CH:7]=[CH:6][CH:5]=[CH:4][CH:3]=1 |f:1.2|. Procedure: To a solution of (2R)-1-[benzyl({3-chloro-5-[cyclobutyl(methyl)amino]pyrazin-2-yl}methyl)amino]-3-methoxypropan-2-ol (670 mg) in DMF (10 mL) was added potassium tert-butoxide (223 mg), and the mixture was stirred at room temperature for 2 hr. Water was added to the reaction mixture, and the mixture was extracted with ethyl acetate. The extract was washed with water and saturated brine and dried over magnesium sulfate, and the solvent was evaporated under reduced pressure. The residue was purifie... The reactants are Fc1c(OCc2ccccc2)cccc1-c1nc(C2CCC2)n2ccnc(Cl)c12, ClCCl, CC(C)O, N. Product: Nc1nccn2c(C3CCC3)nc(-c3cccc(OCc4ccccc4)c3F)c12. Reaction SMILES: [CH2:1]([c:2]1[cH:3][cH:4][cH:5][cH:6][cH:7]1)[O:8][c:9]1[c:10]([F:29])[c:11](-[c:15]2[n:16][c:17]([CH:25]3[CH2:26][CH2:27][CH2:28]3)[n:18]3[c:19]2[c:20]([Cl:24])[n:21][cH:22][cH:23]3)[cH:12][cH:13][cH:14]1.[CH2:31]([Cl:32])[Cl:33].[CH3:34][CH:35]([OH:36])[CH3:37].[NH3:30]>>[CH2:1]([c:2]1[cH:3][cH:4][cH:5][cH:6][cH:7]1)[O:8][c:9]1[c:10]([F:29])[c:11](-[c:15]2[n:16][c:17]([CH:25]3[CH2:26][CH2:27][CH2:28]3)[n:18]3[c:19]2[c:20]([NH2:30])[n:21][cH:22][cH:23]3)[cH:12][cH:13][cH:14]1.